From a dataset of the Open Reaction Database (ORD), a public repository of structured organic reaction records. describe an organic reaction: reactants, conditions, products, and yield The reactants are N#Cc1nccnc1Cl, O, O=S(=O)(O)O. The product is N#Cc1c(Cl)ncc[n+]1[O-]. As a reaction SMILES: [Cl:1][c:2]1[n:3][cH:4][cH:5][n:6][c:7]1[C:8]#[N:9].[OH2:10].[S:11](=[O:12])(=[O:13])([OH:14])[OH:15]>>[Cl:1][c:2]1[n:3][cH:4][cH:5][n+:6]([O-:10])[c:7]1[C:8]#[N:9].